This data is from the Open Reaction Database (ORD), a public repository of structured organic reaction records. The task is: describe an organic reaction: reactants, conditions, products, and yield Reactants: ClC=1C=C2C(=C(N(C2=CC1)S(=O)(=O)C1=CC=CC=C1)C(=O)OCC)S(=O)(=O)Cl (ethyl 5-chloro-3-(chlorosulfonyl)-1-(phenylsulfonyl)-1H-indole-2-carboxylate), CNC (dimethylamine), ClS(=O)(=O)C1=C(N(C2=CC=C(C=C12)OC)S(=O)(=O)C1=CC=CC=C1)C(=O)OCC (ethyl 3-(chlorosulfonyl)-5-methoxy-1-(phenylsulfonyl)-1H-indole-2-carboxylate), Cl.CN (methylamine hydrochloride). Solvent: O1CCCC1 (tetrahydrofuran), C(C)N(CC)CC (triethylamine). The product is CN(S(=O)(=O)C1=C(NC2=CC=C(C=C12)OC)C(=O)N)C (3-[(Dimethylamino)sulfonyl]-5-methoxy-1H-indole-2-carboxamide). As a reaction SMILES: ClC1C=C2[C:8](=CC=1)[N:7](S(C1C=CC=CC=1)(=O)=O)[C:6](C(OCC)=O)=C2S(Cl)(=O)=O.Cl[S:30]([C:33]1[C:41]2[C:36](=[CH:37][CH:38]=[C:39]([O:42][CH3:43])[CH:40]=2)[N:35](S(C2C=CC=CC=2)(=O)=O)[C:34]=1[C:53]([O:55]CC)=O)(=[O:32])=[O:31].Cl.CN.C[NH:62]C>O1CCCC1.C(N(CC)CC)C>[CH3:6][N:7]([CH3:8])[S:30]([C:33]1[C:41]2[C:36](=[CH:37][CH:38]=[C:39]([O:42][CH3:43])[CH:40]=2)[NH:35][C:34]=1[C:53]([NH2:62])=[O:55])(=[O:32])=[O:31] |f:2.3|. Procedure: Following the procedures described in Steps D and E of Example 1, replacing in Step D ethyl 5-chloro-3-(chlorosulfonyl)-1-(phenylsulfonyl)-1H-indole-2-carboxylate with ethyl 3-(chlorosulfonyl)-5-methoxy-1-(phenylsulfonyl)-1H-indole-2-carboxylate, and methylamine hydrochloride with dimethylamine 2.0 M solution in tetrahydrofuran, and omitting triethylamine from the reaction mixture, the title compound was obtained. ESI+MS: 298.2 [M+H]+. Reactants: C(CC)(=O)N (propionamide), C(=O)([O-])[O-].[Cs+].[Cs+] (Cs2CO3), ClC1=NC=CC(=C1)OC=1C=NC(=CC1)[N+](=O)[O-] (2-chloro-4-((6-nitropyridin-3-yl)oxy)pyridine). The reagents and catalysts are C1=CC=C(C=C1)P([C-]2C=CC=C2)C3=CC=CC=C3.C1=CC=C(C=C1)P([C-]2C=CC=C2)C3=CC=CC=C3.[Fe+2] (dppf), C=1C=CC(=CC1)/C=C/C(=O)/C=C/C2=CC=CC=C2.C=1C=CC(=CC1)/C=C/C(=O)/C=C/C2=CC=CC=C2.C=1C=CC(=CC1)/C=C/C(=O)/C=C/C2=CC=CC=C2.[Pd].[Pd] (Pd2(dba)3). The solvent is O1CCOCC1 (dioxane). Run at temperature 95 celsius. Product: [N+](=O)([O-])C1=CC=C(C=N1)OC1=CC(=NC=C1)NC(CC)=O (N-(4-((6-nitropyridin-3-yl)oxy)pyridin-2-yl)propionamide). Yield: 44.8%. Reaction SMILES: Cl[C:2]1[CH:7]=[C:6]([O:8][C:9]2[CH:10]=[N:11][C:12]([N+:15]([O-:17])=[O:16])=[CH:13][CH:14]=2)[CH:5]=[CH:4][N:3]=1.[C:18]([NH2:22])(=[O:21])[CH2:19][CH3:20].C([O-])([O-])=O.[Cs+].[Cs+]>O1CCOCC1.C1C=CC(P(C2C=CC=CC=2)[C-]2C=CC=C2)=CC=1.C1C=CC(P(C2C=CC=CC=2)[C-]2C=CC=C2)=CC=1.[Fe+2].C1C=CC(/C=C/C(/C=C/C2C=CC=CC=2)=O)=CC=1.C1C=CC(/C=C/C(/C=C/C2C=CC=CC=2)=O)=CC=1.C1C=CC(/C=C/C(/C=C/C2C=CC=CC=2)=O)=CC=1.[Pd].[Pd]>[N+:15]([C:12]1[N:11]=[CH:10][C:9]([O:8][C:6]2[CH:5]=[CH:4][N:3]=[C:2]([NH:22][C:18](=[O:21])[CH2:19][CH3:20])[CH:7]=2)=[CH:14][CH:13]=1)([O-:17])=[O:16] |f:2.3.4,6.7.8,9.10.11.12.13|. Procedure: A solution of Example A1 (1.0 g, 3.97 mmol) in dioxane (20 mL) was sparged with Ar, treated with propionamide (0.581 g, 7.95 mmol) and Cs2CO3 (1.942 g, 5.96 mmol), sparged with, treated with dppf (12.38 g, 22.33 mmol) and Pd2(dba)3 (0.182 g, 0.199 mmol), sparged once again with Ar and heated at 95° C. overnight. Pd(dppf)2Cl2.DCM (50 mg) was added and the mixture heated at 95° C. for 4 h. The mixture was cooled to RT, treated with EtOAc and the solids removed via filtration through silica gel. Th... Starting materials: [N+](=O)([O-])C1=C(C=C(C=C1C)C(C)(C)C)C (2-nitro-1,3-dimethyl-5-tertiary-butyl-benzene). Reagents/catalysts: [Pd] (palladium on charcoal). The solvent is C(C)O (ethanol). Reaction conditions: time 1 hour. Product: CC1=C(N)C(=CC(=C1)C(C)(C)C)C (2,6-dimethyl-4-tertiary-butylaniline). Reaction SMILES: [N+:1]([C:4]1[C:9]([CH3:10])=[CH:8][C:7]([C:11]([CH3:14])([CH3:13])[CH3:12])=[CH:6][C:5]=1[CH3:15])([O-])=O>[Pd].C(O)C>[CH3:15][C:5]1[CH:6]=[C:7]([C:11]([CH3:13])([CH3:12])[CH3:14])[CH:8]=[C:9]([CH3:10])[C:4]=1[NH2:1]. Reported procedure: To a 1 liter stirred autoclave were charged 62 g. (0.3 mole) of 2-nitro-1,3-dimethyl-5-tertiary-butyl-benzene, 300 ml. of ethanol and 1.0 g. of 5% palladium on charcoal. The autoclave was purged with hydrogen and then pressure to 1000 psig at 90° C. to 95° C. After 1 hour, the reaction was stopped. A total of 500 psig were taken up. The reaction mixture was filtered through Celite and the ethanol was evaporated. The final product was distilled at 93° C. to 98° C./7 to 10 torr to yield 47.2 g. of... Reactants: O=C1C=CCC1, C1COCCO1, O=C(c1ccc(Oc2ncccc2Br)cc1)c1nc2ccccc2[nH]1. Product: O=C1C=C(c2cccnc2Oc2ccc(C(=O)c3nc4ccccc4[nH]3)cc2)CC1. Reaction SMILES: [C:26]1(=[O:31])[CH:27]=[CH:28][CH2:29][CH2:30]1.[O:32]1[CH2:33][CH2:34][O:35][CH2:36][CH2:37]1.[nH:1]1[c:2]([C:10](=[O:11])[c:12]2[cH:13][cH:14][c:15]([O:18][c:19]3[n:20][cH:21][cH:22][cH:23][c:24]3[Br:25])[cH:16][cH:17]2)[n:3][c:4]2[c:5]1[cH:6][cH:7][cH:8][cH:9]2>>[nH:1]1[c:2]([C:10](=[O:11])[c:12]2[cH:13][cH:14][c:15]([O:18][c:19]3[n:20][cH:21][cH:22][cH:23][c:24]3[C:28]3=[CH:27][C:26](=[O:31])[CH2:30][CH2:29]3)[cH:16][cH:17]2)[n:3][c:4]2[c:5]1[cH:6][cH:7][cH:8][cH:9]2. The reactants are O=c1cc(N2CCOCC2)[nH]c2c(Br)cccc12, O=C([O-])[O-], [K+], [K+], CC1(C)OB(c2ccc([N+](=O)[O-])c3c2oc2ccccc23)OC1(C)C, C1COCCO1, c1ccc(P(c2ccccc2)(c2ccccc2)[Pd](P(c2ccccc2)(c2ccccc2)c2ccccc2)(P(c2ccccc2)(c2ccccc2)c2ccccc2)P(c2ccccc2)(c2ccccc2)c2ccccc2)cc1. Product: O=c1cc(N2CCOCC2)[nH]c2c(-c3ccc([N+](=O)[O-])c4c3oc3ccccc34)cccc12. As a reaction SMILES: [Br:32][c:33]1[cH:34][cH:35][cH:36][c:37]2[c:38](=[O:49])[cH:39][c:40]([N:43]3[CH2:44][CH2:45][O:46][CH2:47][CH2:48]3)[nH:41][c:42]12.[C:26](=[O:27])([O-:28])[O-:29].[K+:30].[K+:31].[N+:1](=[O:2])([O-:3])[c:4]1[cH:5][cH:6][c:7]([B:17]2[O:18][C:19]([CH3:20])([CH3:21])[C:22]([CH3:23])([CH3:24])[O:25]2)[c:8]2[o:9][c:10]3[c:11]([c:12]12)[cH:13][cH:14][cH:15][cH:16]3.[O:50]1[CH2:51][CH2:52][O:53][CH2:54][CH2:55]1.[cH:56]1[cH:57][cH:58][c:59]([P:60]([Pd:61]([P:62]([c:63]2[cH:64][cH:65][cH:66][cH:67][cH:68]2)([c:69]2[cH:70][cH:71][cH:72][cH:73][cH:74]2)[c:75]2[cH:76][cH:77][cH:78][cH:79][cH:80]2)([P:81]([c:82]2[cH:83][cH:84][cH:85][cH:86][cH:87]2)([c:88]2[cH:89][cH:90][cH:91][cH:92][cH:93]2)[c:94]2[cH:95][cH:96][cH:97][cH:98][cH:99]2)[P:100]([c:101]2[cH:102][cH:103][cH:104][cH:105][cH:106]2)([c:107]2[cH:108][cH:109][cH:110][cH:111][cH:112]2)[c:113]2[cH:114][cH:115][cH:116][cH:117][cH:118]2)([c:119]2[cH:120][cH:121][cH:122][cH:123][cH:124]2)[c:125]2[cH:126][cH:127][cH:128][cH:129][cH:130]2)[cH:131][cH:132]1>>[N+:1](=[O:2])([O-:3])[c:4]1[cH:5][cH:6][c:7](-[c:33]2[cH:34][cH:35][cH:36][c:37]3[c:38](=[O:49])[cH:39][c:40]([N:43]4[CH2:44][CH2:45][O:46][CH2:47][CH2:48]4)[nH:41][c:42]23)[c:8]2[o:9][c:10]3[c:11]([c:12]12)[cH:13][cH:14][cH:15][cH:16]3. Reactants: CCO, CCOC(C)=O, N#N, Cc1ccc2c(N3CCCC(CNC(=O)OCc4ccccc4)C3)nc(-c3ccccc3O)nc2c1. Yields the product Cc1ccc2c(N3CCCC(CN)C3)nc(-c3ccccc3O)nc2c1. Reaction SMILES: [CH3:39][CH2:40][OH:41].[CH3:42][CH2:43][O:44][C:45]([CH3:46])=[O:47].[N:37]#[N:38].[OH:1][c:2]1[c:3](-[c:8]2[n:9][c:10]3[cH:11][c:12]([CH3:36])[cH:13][cH:14][c:15]3[c:16]([N:18]3[CH2:19][CH:20]([CH2:24][NH:25][C:26](=[O:27])[O:28][CH2:29][c:30]4[cH:31][cH:32][cH:33][cH:34][cH:35]4)[CH2:21][CH2:22][CH2:23]3)[n:17]2)[cH:4][cH:5][cH:6][cH:7]1>>[OH:1][c:2]1[c:3](-[c:8]2[n:9][c:10]3[cH:11][c:12]([CH3:36])[cH:13][cH:14][c:15]3[c:16]([N:18]3[CH2:19][CH:20]([CH2:24][NH2:25])[CH2:21][CH2:22][CH2:23]3)[n:17]2)[cH:4][cH:5][cH:6][cH:7]1.